This data is from the Open Reaction Database (ORD), a public repository of structured organic reaction records. The task is: describe an organic reaction: reactants, conditions, products, and yield The reactants are C(C1=CC=CC=C1)N1C(CN(CC1)CC1=CC=CC=C1)CCl (1,4-dibenzyl-2-chloromethyl-piperazine), [N-]=[N+]=[N-].[Na+] (sodium azide). Run in C([O-])(O)=O.[Na+] (sodium bicarbonate), O (water), CN(C=O)C (dimethylformamide). Conditions: temperature 50 celsius, time 18 hour. The product is N(=[N+]=[N-])CC1N(CCN(C1)CC1=CC=CC=C1)CC1=CC=CC=C1 (2-Azidomethyl-1,4-dibenzyl-piperazine). As a reaction SMILES: [CH2:1]([N:8]1[CH2:13][CH2:12][N:11]([CH2:14][C:15]2[CH:20]=[CH:19][CH:18]=[CH:17][CH:16]=2)[CH2:10][CH:9]1[CH2:21]Cl)[C:2]1[CH:7]=[CH:6][CH:5]=[CH:4][CH:3]=1.[N-:23]=[N+:24]=[N-:25].[Na+]>CN(C)C=O.C(=O)(O)[O-].[Na+].O>[N:23]([CH2:21][CH:9]1[CH2:10][N:11]([CH2:14][C:15]2[CH:20]=[CH:19][CH:18]=[CH:17][CH:16]=2)[CH2:12][CH2:13][N:8]1[CH2:1][C:2]1[CH:7]=[CH:6][CH:5]=[CH:4][CH:3]=1)=[N+:24]=[N-:25] |f:1.2,4.5|. Reported procedure: To a solution of 1,4-dibenzyl-2-chloromethyl-piperazine (8.8 g, 0.028 mol) in dimethylformamide (90 mL) under nitrogen was added sodium azide (5.5 g) and the reaction stirred at 50° C. for 18 h. The reaction was cooled and diluted with 10% aqueous sodium bicarbonate (100 mL) and water (250 mL) and the mixture extracted with ethyl acetate (2×200 mL). The organic extracts were washed with 10% sodium bicarbonate, brine, dried over sodium sulfate and concentrated to an oil. Starting materials: CC(=O)[O-].[K+] (KOAc), Cl (HCl), NC=1C=C(C=CC1C)C(C)=O (1-(3-amino-4-methyl-phenyl)ethanone), NaBF4, N(=O)[O-].[Na+] (NaNO2). The reagents and catalysts are C1COCCOCCOCCOCCOCCO1 (18-crown-6). The solvent is C(Cl)Cl (CH2Cl2), O (H2O), O (H2O), O (H2O). Run at temperature 0 celsius, time 30 minute. Yields the product N1N=CC2=CC=C(C=C12)C(C)=O (1-(1H-indazol-6-yl)ethanone). The yield is 38.6%. Reaction SMILES: Cl.[NH2:2][C:3]1[CH:4]=[C:5]([C:10](=[O:12])[CH3:11])[CH:6]=[CH:7][C:8]=1[CH3:9].[N:13]([O-])=O.[Na+].CC([O-])=O.[K+]>O.C1OCCOCCOCCOCCOCCOC1.C(Cl)Cl>[NH:2]1[C:3]2[C:8](=[CH:7][CH:6]=[C:5]([C:10](=[O:12])[CH3:11])[CH:4]=2)[CH:9]=[N:13]1 |f:2.3,4.5|. Procedure: Concentrated HCl (2 mL) was added to a mixture of 1-(3-amino-4-methyl-phenyl)ethanone (8.4 mmol) and NaBF4 (1.2 g, 11 mmol) in H2O (10 mL) and the solution was cooled to 0° C. A solution of NaNO2 (0.58 g, 8.4 mmol) in H2O (1.5 mL) was added dropwise and the mixture was stirred at 0° C. for 30 min. The solid that formed was collected by filtration and washed with H2O (5 mL) followed by Et2O (5 mL) and dried under a reduced pressure. CH2Cl2 (20 mL), KOAc (0.91 g, 9.3 mmol) and 18-crown-6 (50 mg, 0...